This data is from the Open Reaction Database (ORD), a public repository of structured organic reaction records. The task is: describe an organic reaction: reactants, conditions, products, and yield The reactants are C(C)(=O)NC=1SC(=C(N1)C)C1=CC=C(C=C1)S(=O)(=O)Cl (4-(2-Acetylamino-4-methyl-thiazol-5-yl)-benzenesulfonyl chloride), C([O-])([O-])=O.[Na+].[Na+] (sodium carbonate), solution, CN (methylamine), C(C)O (ethanol). Solvent: O1CCOCC1 (dioxane). Reaction conditions: time 8 hour. Product: CC=1N=C(SC1C1=CC=C(C=C1)S(NC)(=O)=O)NC(C)=O (N-[4-Methyl-5-(4-methylsulfamoyl-phenyl)-thiazol-2-yl]-acetamide). RXN SMILES: [C:1]([NH:4][C:5]1[S:6][C:7]([C:11]2[CH:16]=[CH:15][C:14]([S:17](Cl)(=[O:19])=[O:18])=[CH:13][CH:12]=2)=[C:8]([CH3:10])[N:9]=1)(=[O:3])[CH3:2].C(=O)([O-])[O-].[Na+].[Na+].[CH3:27][NH2:28].C(O)C>O1CCOCC1>[CH3:10][C:8]1[N:9]=[C:5]([NH:4][C:1](=[O:3])[CH3:2])[S:6][C:7]=1[C:11]1[CH:16]=[CH:15][C:14]([S:17](=[O:19])(=[O:18])[NH:28][CH3:27])=[CH:13][CH:12]=1 |f:1.2.3|. Procedure: 4-(2-Acetylamino-4-methyl-thiazol-5-yl)-benzenesulfonyl chloride (Example 3a) (0.05 g, 0.15 mmol) is dissolved in dioxane (1 ml). The solution is treated with 2M aqueous sodium carbonate (0.15 ml, 0.24 mmol) followed by the addition of a 33% solution of methylamine in ethanol (0.08 ml, 0.6 mmol). The reaction mixture is stirred overnight. The solvent is removed in vacuo and the residue is purified by prep LC-MS i.e. liquid chromatography mass spectrometry to give N-[4-Methyl-5-(4-methylsulfamoyl... The reactants are OCC1CN(CCO1)C(=O)OC1=CC=CC=2C3=CC=CC=C3CC12 (2-hydroxymethyl-4-fluorenyloxycarbonyl-morpholine), N1CCCCC1 (piperidine), C(C)(C)N(CC)C(C)C (Diisopropylethylamine), ClC(=O)OCC1=CC=CC=C1 (benzyl chloroformate). Run in C(Cl)Cl (CH2Cl2), CCOC(=O)C (EtOAc). Run at time 2 day. The product is OCC1CN(CCO1)C(=O)OCC1=CC=CC=C1 (2-Hydroxymethyl-4-benzyloxycarbonyl-morpholine). Yield: 37.5%. RXN SMILES: [OH:1][CH2:2][CH:3]1[O:8][CH2:7][CH2:6][N:5]([C:9]([O:11][C:12]2[C:24]3[CH2:23][C:22]4[C:17](=[CH:18][CH:19]=CC=4)C=3C=CC=2)=[O:10])[CH2:4]1.N1CCCCC1.C(N(C(C)C)CC)(C)C.ClC(OCC1C=CC=CC=1)=O>C(Cl)Cl.CCOC(C)=O>[OH:1][CH2:2][CH:3]1[O:8][CH2:7][CH2:6][N:5]([C:9]([O:11][CH2:12][C:24]2[CH:23]=[CH:22][CH:17]=[CH:18][CH:19]=2)=[O:10])[CH2:4]1. Procedure details: To a solution of 2.20 g of 2-hydroxymethyl-4-fluorenyloxycarbonyl-morpholine in 25 mL of CH2Cl2 was added 1.29 g of piperidine. The mixture was stirred at room temperature for 2 days. Diisopropylethylamine (7.15 g) and 6.30 g of benzyl chloroformate were added and the mixture was stirred overnight at room temperature, then diluted with 100 mL of EtOAc and washed with 50 mL each of 1N HCl, saturated NaHCO3, and brine, dried over MgSO4, and concentrated. The residue was purified by flash chromatog... The reactants are ClC(Cl)OC (dichloromethylmethyl ether), ClC(Cl)OC (dichloromethylmethyl ether), C(C)OC(=O)C1=CC=C(C=C1)N1C(=CC=C1)C#N (1-(4-ethoxycarbonylphenyl)pyrrole-2-carbonitrile), [Cl-].[Al+3].[Cl-].[Cl-] (aluminum chloride). Run in ClCCCl (1,2-dichloroethane), ClCCCl (1,2-dichloroethane). Reaction conditions: time 1 hour. Yields the product C(C)OC(=O)C1=CC=C(C=C1)N1C(=CC(=C1)C=O)C#N (1-(4-ethoxycarbonylphenyl)-4-formylpyrrole-2-carbonitrile). The yield is 51.4%. RXN SMILES: [CH2:1]([O:3][C:4]([C:6]1[CH:11]=[CH:10][C:9]([N:12]2[CH:16]=[CH:15][CH:14]=[C:13]2[C:17]#[N:18])=[CH:8][CH:7]=1)=[O:5])[CH3:2].[Cl-].[Al+3].[Cl-].[Cl-].Cl[CH:24]([O:26]C)Cl>ClCCCl>[CH2:1]([O:3][C:4]([C:6]1[CH:11]=[CH:10][C:9]([N:12]2[CH:16]=[C:15]([CH:24]=[O:26])[CH:14]=[C:13]2[C:17]#[N:18])=[CH:8][CH:7]=1)=[O:5])[CH3:2] |f:1.2.3.4|. Procedure: To a mixture of 1-(4-ethoxycarbonylphenyl)pyrrole-2-carbonitrile (5.16 g) and aluminum chloride (5.72 g) in 1,2-dichloroethane (51 ml) was added a solution of dichloromethylmethyl ether (2.97 g) in 1,2-dichloroethane (5 ml) in one portion at -15° C. The mixture was stirred for one hour at the same temperature and then dichloromethylmethyl ether (0.6 g) was added therein. After stirring for 3 hours at 5° C., the reaction mixture was quenched with 10% hydrochloric acid. The separated organic layer... Reactants: CSC1=CC=C(C=C1)N=C=O (4-methylthiophenyl isocyanate), C(Cl)C1CO1 (epichlorohydrin), C(CCC)P(CCCC)(CCCC)=O (tri-n-butylphosphine oxide), [Br-].[Li+] (lithium bromide). The solvent is C=1(C(=CC=CC1)C)C (xylene), C=1(C(=CC=CC1)C)C (xylene). Product: ClCC1CN(C(O1)=O)C1=CC=C(C=C1)SC (5-Chloromethyl-3-(4-methylthiophenyl)-2-oxazolidinone). Yield: 192.0%. Reaction SMILES: [CH3:1][S:2][C:3]1[CH:8]=[CH:7][C:6]([N:9]=[C:10]=[O:11])=[CH:5][CH:4]=1.[CH2:12]([CH:14]1O[CH2:15]1)[Cl:13].C(P(=[O:30])(CCCC)CCCC)CCC.[Br-].[Li+]>C1(C)C(C)=CC=CC=1>[Cl:13][CH2:12][CH:14]1[O:11][C:10](=[O:30])[N:9]([C:6]2[CH:7]=[CH:8][C:3]([S:2][CH3:1])=[CH:4][CH:5]=2)[CH2:15]1 |f:3.4|. Procedure: To a hot (130° C.) solution of 105 g (0.64 mole) of 4-methylthiophenyl isocyanate and 93 g (1 mole) of epichlorohydrin in 600 ml of xylene was added 200 ml of tri-n-butylphosphine oxide-lithium bromide complex. (The complex was prepared by heating a mixture of 45 g of tri-n-butylphosphine oxide, 12.7 g of lithium bromide and 550 ml of xylene to reflux until a clear solution was obtained by removing water.) An exothermic reaction took place. After all of the catalyst had been added, the mixture w... The reactants are O=C(CBr)N1CCCC1, O=C(OC1CN2CCC1CC2)C1(c2ccccc2)CCCCCC1. Product: [Br-], O=C(C[N+]12CCC(CC1)C(OC(=O)C1(c3ccccc3)CCCCCC1)C2)N1CCCC1. As a reaction SMILES: [Br:25][CH2:26][C:27](=[O:28])[N:29]1[CH2:30][CH2:31][CH2:32][CH2:33]1.[c:1]1([C:7]2([C:14](=[O:15])[O:16][CH:17]3[CH2:18][N:19]4[CH2:20][CH2:21][CH:22]3[CH2:23][CH2:24]4)[CH2:8][CH2:9][CH2:10][CH2:11][CH2:12][CH2:13]2)[cH:2][cH:3][cH:4][cH:5][cH:6]1>>[Br-:25].[c:1]1([C:7]2([C:14](=[O:15])[O:16][CH:17]3[CH2:18][N+:19]4([CH2:26][C:27](=[O:28])[N:29]5[CH2:30][CH2:31][CH2:32][CH2:33]5)[CH2:20][CH2:21][CH:22]3[CH2:23][CH2:24]4)[CH2:8][CH2:9][CH2:10][CH2:11][CH2:12][CH2:13]2)[cH:2][cH:3][cH:4][cH:5][cH:6]1. Starting materials: COC1=CC=C(C=C1)S (4-methoxybenzenethiol), ClCC=1C=C(C(=C(C1)OC)OC)OC (5-(chloromethyl)-1,2,3-trimethoxybenzene), ClCC1=CC=C(C=C1)OC (1-(chloromethyl)-4-methoxybenzene). Yields the product COC1=C(C(=CC(=C1)CSC1=CC=C(C=C1)OC)OC)OC (1,2,3-trimethoxy-5-(((4-methoxyphenyl)sulfanyl)methyl)benzene). RXN SMILES: [CH3:1][O:2][C:3]1[CH:8]=[CH:7][C:6]([SH:9])=[CH:5][CH:4]=1.Cl[CH2:11][C:12]1[CH:13]=[C:14]([O:22][CH3:23])[C:15]([O:20][CH3:21])=[C:16]([O:18][CH3:19])[CH:17]=1.ClCC1C=CC(OC)=CC=1>>[CH3:19][O:18][C:16]1[CH:17]=[C:12]([CH2:11][S:9][C:6]2[CH:7]=[CH:8][C:3]([O:2][CH3:1])=[CH:4][CH:5]=2)[CH:13]=[C:14]([O:22][CH3:23])[C:15]=1[O:20][CH3:21]. Procedure details: The desired product was prepared by substituting 4-methoxybenzenethiol and 5-(chloromethyl)-1,2,3-trimethoxybenzene for Example 85A and 1-(chloromethyl)-4-methoxybenzene, respectively, in Example 85B. The reactants are CO, CN(C)C=O, ClCCl, CC(c1cccnn1)C1(c2ccc(F)cc2F)CO1, [Na], c1nc[nH]n1. The product is CC(c1cccnn1)C(O)(Cn1cncn1)c1ccc(F)cc1F. Reaction SMILES: [CH3:26][OH:27].[CH3:31][N:32]([CH3:33])[CH:34]=[O:35].[Cl:28][CH2:29][Cl:30].[F:1][c:2]1[c:3]([C:9]2([CH:12]([CH3:13])[c:14]3[n:15][n:16][cH:17][cH:18][cH:19]3)[O:10][CH2:11]2)[cH:4][cH:5][c:6]([F:8])[cH:7]1.[Na:20].[nH:21]1[n:22][cH:23][n:24][cH:25]1>>[F:1][c:2]1[c:3]([C:9]([OH:10])([CH2:11][n:21]2[n:22][cH:23][n:24][cH:25]2)[CH:12]([CH3:13])[c:14]2[n:15][n:16][cH:17][cH:18][cH:19]2)[cH:4][cH:5][c:6]([F:8])[cH:7]1.